From a dataset of the Open Reaction Database (ORD), a public repository of structured organic reaction records. describe an organic reaction: reactants, conditions, products, and yield Reactants: C[Si](C)(C)C#C ((trimethylsilyl)acetylene), cuprous iodide, CC1(CCC(C2=CC(=CC=C12)Br)=O)C (3,4-dihydro- 4,4-dimethyl-7- bromo-1(2H)-naphthalenone), CC1(CCC(C2=CC(=CC=C12)Br)=O)C (3,4-dihydro- 4,4-dimethyl-7- bromo-1(2H)-naphthalenone). The reagents and catalysts are Cl[Pd]([P](C1=CC=CC=C1)(C2=CC=CC=C2)C3=CC=CC=C3)([P](C4=CC=CC=C4)(C5=CC=CC=C5)C6=CC=CC=C6)Cl (bis(triphenylphosphine)palladium(II) chloride). Solvent: C(C)N(CC)CC (triethylamine). Conditions: time 24 hour. The product is C[Si](C)(C)C#CC1=CC=C2C(CCC(C2=C1)=O)(C)C (7-(trimethylsilyl)ethynyl-3,4-dihydro- 4,4-dimethylnaphthalen-1(2H)-one). As a reaction SMILES: [CH3:1][C:2]1([CH3:14])[C:11]2[C:6](=[CH:7][C:8](Br)=[CH:9][CH:10]=2)[C:5](=[O:13])[CH2:4][CH2:3]1.[CH3:15][Si:16]([C:19]#[CH:20])([CH3:18])[CH3:17]>C(N(CC)CC)C.Cl[Pd](Cl)([P](C1C=CC=CC=1)(C1C=CC=CC=1)C1C=CC=CC=1)[P](C1C=CC=CC=1)(C1C=CC=CC=1)C1C=CC=CC=1>[CH3:15][Si:16]([C:19]#[C:20][C:8]1[CH:7]=[C:6]2[C:11]([C:2]([CH3:14])([CH3:1])[CH2:3][CH2:4][C:5]2=[O:13])=[CH:10][CH:9]=1)([CH3:18])[CH3:17] |^1:30,49|. Procedure: To a solution (flushed for 15 minutes with a stream of argon) of 7 g (27.6 mmol) of 3,4-dihydro4,4-dimethyl-7-bromo-1(2H)-naphthalenone (Compound B) in 150 ml of triethylamine was added 0.97 g (1.3 mmol) of bis(triphenylphosphine)palladium(II) chloride and 0.26 g (1.3 mmol) of cuprous iodide. The solution mixture was flushed with argon for 5 minutes and then 39 ml (36.6 mmol) of (trimethylsilyl)acetylene was added. The reaction mixture was sealed in a pressure tube and placed in a preheated oil ...